From a dataset of the Open Reaction Database (ORD), a public repository of structured organic reaction records. describe an organic reaction: reactants, conditions, products, and yield Reactants: COc1ccc(COc2cc(NC(=O)OC(C)(C)C)c(N)cc2-c2ccccc2F)cc1, Cc1cc(-c2cccc(C(=O)CC(=O)OC(C)(C)C)c2)on1. Product: COc1ccc(COc2cc(NC(=O)OC(C)(C)C)c(NC(=O)CC(=O)c3cccc(-c4cc(C)no4)c3)cc2-c2ccccc2F)cc1. Reaction SMILES: [C:1]([CH3:2])([CH3:3])([CH3:4])[O:5][C:6]([NH:7][c:8]1[cH:9][c:10]([O:22][CH2:23][c:24]2[cH:25][cH:26][c:27]([O:30][CH3:31])[cH:28][cH:29]2)[c:11](-[c:15]2[c:16]([F:21])[cH:17][cH:18][cH:19][cH:20]2)[cH:12][c:13]1[NH2:14])=[O:32].[C:33]([CH3:35])([CH3:36])([O:37][C:38](=[O:34])[CH2:39][C:40](=[O:41])[c:42]1[cH:43][c:44](-[c:48]2[cH:49][c:50]([CH3:53])[n:51][o:52]2)[cH:45][cH:46][cH:47]1)[CH3:54]>>[C:1]([CH3:2])([CH3:3])([CH3:4])[O:5][C:6]([NH:7][c:8]1[cH:9][c:10]([O:22][CH2:23][c:24]2[cH:25][cH:26][c:27]([O:30][CH3:31])[cH:28][cH:29]2)[c:11](-[c:15]2[c:16]([F:21])[cH:17][cH:18][cH:19][cH:20]2)[cH:12][c:13]1[NH:14][C:38](=[O:37])[CH2:39][C:40](=[O:41])[c:42]1[cH:43][c:44](-[c:48]2[cH:49][c:50]([CH3:53])[n:51][o:52]2)[cH:45][cH:46][cH:47]1)=[O:32]. Starting materials: C(C)(=O)C=1C=CC(=C(C(=O)NC2=NC=C(C=C2)Cl)C1)NC(=O)C1CCN(CC1)C(C)C (5-acetyl-N-(5-chloropyridin-2-yl)-2-[(1-isopropylpiperidin-4-ylcarbonyl)amino]benzamide), C(C)(=O)[O-].[Na+] (sodium acetate), Cl.NO (hydroxylamine hydrochloride). Solvent: CO (methanol). Run at time 8 hour. The product is ClC=1C=CC(=NC1)NC(C1=C(C=CC(=C1)C(C)=NO)NC(=O)C1CCN(CC1)C(C)C)=O (N-(5-Chloropyridin-2-yl)-2-[(1-isopropylpiperidin-4-ylcarbonyl)amino]-5-[1-(hydroxyimino)ethyl]benzamide). Yield: 85.8%. As a reaction SMILES: [C:1]([C:4]1[CH:5]=[CH:6][C:7]([NH:20][C:21]([CH:23]2[CH2:28][CH2:27][N:26]([CH:29]([CH3:31])[CH3:30])[CH2:25][CH2:24]2)=[O:22])=[C:8]([CH:19]=1)[C:9]([NH:11][C:12]1[CH:17]=[CH:16][C:15]([Cl:18])=[CH:14][N:13]=1)=[O:10])(=O)[CH3:2].C([O-])(=O)C.[Na+].Cl.[NH2:38][OH:39]>CO>[Cl:18][C:15]1[CH:16]=[CH:17][C:12]([NH:11][C:9](=[O:10])[C:8]2[CH:19]=[C:4]([C:1](=[N:38][OH:39])[CH3:2])[CH:5]=[CH:6][C:7]=2[NH:20][C:21]([CH:23]2[CH2:24][CH2:25][N:26]([CH:29]([CH3:30])[CH3:31])[CH2:27][CH2:28]2)=[O:22])=[N:13][CH:14]=1 |f:1.2,3.4|. Procedure: To a stirring solution of 5-acetyl-N-(5-chloropyridin-2-yl)-2-[(1-isopropylpiperidin-4-ylcarbonyl)amino]benzamide (0.25 g, 0.56 mmol) in methanol (2 mL) was added sodium acetate (0.1 g, 1.2 mmol) followed by hydroxylamine hydrochloride (46 mg, 0.67 mmol). The mixture was stirred overnight at room temperature and concentrated in vacuo. The resulting residue was partitioned between dichloromethane and saturated aqueous sodium bicarbonate, and the layers separated. The organic phase was dried over ... The reactants are Fc1ccccc1CBr, CC(C)=NNC(=O)OC(C)(C)C, CCCC[N+](CCCC)(CCCC)CCCC, Cc1ccccc1, [K+], [OH-], O=S(=O)([O-])O. The product is CC(C)=NN(Cc1ccccc1F)C(=O)OC(C)(C)C. RXN SMILES: [Br:15][CH2:16][c:17]1[c:18]([F:23])[cH:19][cH:20][cH:21][cH:22]1.[C:3]([CH3:4])([CH3:5])=[N:6][NH:7][C:8](=[O:9])[O:10][C:11]([CH3:12])([CH3:13])[CH3:14].[CH2:29]([N+:30]([CH2:31][CH2:32][CH2:33][CH3:34])([CH2:35][CH2:36][CH2:37][CH3:38])[CH2:39][CH2:40][CH2:41][CH3:42])[CH2:43][CH2:44][CH3:45].[CH3:46][c:47]1[cH:48][cH:49][cH:50][cH:51][cH:52]1.[K+:2].[OH-:1].[S:24]([O-:25])([OH:26])(=[O:27])=[O:28]>>[C:3]([CH3:4])([CH3:5])=[N:6][N:7]([C:8](=[O:9])[O:10][C:11]([CH3:12])([CH3:13])[CH3:14])[CH2:16][c:17]1[c:18]([F:23])[cH:19][cH:20][cH:21][cH:22]1. The reactants are ClC1=CC=C(C=C1)S(=O)(=O)N([C@@H](CCN1C(SCC1)C(=O)O)C)C1=C(C=CC(=C1)Cl)Cl (4-chloro-N-(2,5-dichlorophenyl)-N-(3-(2-carboxy-3-thiazolidinyl)-1(R)-methylpropyl)benzenesulfonamide), ClC1=CC=C(C=C1)S(=O)(=O)N([C@@H](CCCCN1C(SCC1)CC(=O)O)C)C1=C(C=CC(=C1)Cl)Cl (4-chloro-N-(2,5-dichlorophenyl)-N-(5-(2-carboxymethyl-3-thiazolidinyl)-1(R)-methylpentyl)benzenesulfonamide), [OH-].[K+] (KOH). Run in C(Cl)Cl (CH2Cl2). Yields the product ClC1=CC=C(C=C1)S(=O)(=O)N([C@@H](CCCCN1C(SCC1)C(=O)O)C)C1=C(C=CC(=C1)Cl)Cl (4-chloro-N-(2,5-dichlorophenyl)-N-(5-(2-carboxy-3-thiazolidinyl)-1(R)-methylpentyl)benzenesulfonamide). Isolated yield 67.0%. RXN SMILES: ClC1C=CC(S(N(C2C=C(Cl)C=CC=2Cl)[C@H](C)CCN2CCSC2[C:20]([OH:22])=[O:21])(=O)=O)=CC=1.[Cl:32][C:33]1[CH:38]=[CH:37][C:36]([S:39]([N:42]([C:58]2[CH:63]=[C:62]([Cl:64])[CH:61]=[CH:60][C:59]=2[Cl:65])[C@H:43]([CH3:57])[CH2:44][CH2:45][CH2:46][CH2:47][N:48]2[CH2:52][CH2:51][S:50][CH:49]2CC(O)=O)(=[O:41])=O)=[CH:35][CH:34]=1.[OH-:66].[K+]>C(Cl)Cl>[Cl:32][C:33]1[CH:34]=[CH:35][C:36]([S:39]([N:42]([C:58]2[CH:63]=[C:62]([Cl:64])[CH:61]=[CH:60][C:59]=2[Cl:65])[C@H:43]([CH3:57])[CH2:44][CH2:45][CH2:46][CH2:47][N:48]2[CH2:52][CH2:51][S:50][CH:49]2[C:20]([OH:22])=[O:21])(=[O:41])=[O:66])=[CH:37][CH:38]=1 |f:2.3|. Procedure details: 4-chloro-N-(2,5-dichlorophenyl)-N-(5-(2-carboxy-3-thiazolidinyl)-1(R)-methylpentyl)benzenesulfonamide was prepared analogous to 4-chloro-N-(2,5-dichlorophenyl)-N-(3-(2-carboxy-3-thiazolidinyl)-1(R)-methylpropyl)benzenesulfonamide by reacting 4-chloro-N-(2,5-dichlorophenyl)-N-(5-(2-carboxymethyl-3-thiazolidinyl)-1(R)-methylpentyl)benzenesulfonamide with 50% aqueous KOH. Yield=67%; White foam: IR (neat, CH2Cl2) 1467, 1350, 1167, 1093, 753, 622 cm−1; MS (ESI+), 553 (M+H)+. Starting materials: [Br-], CCc1sc(C2CCOCC2)cc1C=O, [Mg+]C1CCCCC1, [Cl-], [NH4+], C1CCOC1, C1CCOC1. Product: CCc1sc(C2CCOCC2)cc1C(O)C1CCCCC1. As a reaction SMILES: [Br-:21].[CH2:1]([CH3:2])[c:3]1[s:4][c:5]([CH:10]2[CH2:11][CH2:12][O:13][CH2:14][CH2:15]2)[cH:6][c:7]1[CH:8]=[O:9].[CH:22]1([Mg+:28])[CH2:23][CH2:24][CH2:25][CH2:26][CH2:27]1.[Cl-:29].[NH4+:30].[O:16]1[CH2:17][CH2:18][CH2:19][CH2:20]1.[O:31]1[CH2:32][CH2:33][CH2:34][CH2:35]1>>[CH2:1]([CH3:2])[c:3]1[s:4][c:5]([CH:10]2[CH2:11][CH2:12][O:13][CH2:14][CH2:15]2)[cH:6][c:7]1[CH:8]([OH:9])[CH:22]1[CH2:23][CH2:24][CH2:25][CH2:26][CH2:27]1.